From a dataset of the Open Reaction Database (ORD), a public repository of structured organic reaction records. describe an organic reaction: reactants, conditions, products, and yield Starting materials: C1(=CC=CC=C1)CC(=O)N[C@@H]1C(N(OC1)C1(OC(CC1SC1=CC=CC=C1)=O)C(=O)OC(C1=CC=CC=C1)C1=CC=CC=C1)=O (diphenylmethyl 2-[(4S)-4-phenylacetamido-3-oxo-2-isoxazolidinyl]-5-oxo-3-phenylthio-2-tetrahydrofurancarboxylate), ClC1=CC(=CC=C1)C(=O)OO (3-chloroperbenzoic acid). The solvent is ClCCl (dichloromethane). Reaction conditions: time 30 minute. Product: C1(=CC=CC=C1)CC(=O)N[C@@H]1C(N(OC1)C1(OC(C=C1)=O)C(=O)OC(C1=CC=CC=C1)C1=CC=CC=C1)=O (diphenylmethyl 2-[(4S)-4-phenylacetamido-3-oxo-2-isoxazolidinyl]-5-oxo-2,5-dihydro-2-furancarboxylate). The yield is 42.5%. Reaction SMILES: [C:1]1([CH2:7][C:8]([NH:10][C@H:11]2[CH2:15][O:14][N:13]([C:16]3([C:29]([O:31][CH:32]([C:39]4[CH:44]=[CH:43][CH:42]=[CH:41][CH:40]=4)[C:33]4[CH:38]=[CH:37][CH:36]=[CH:35][CH:34]=4)=[O:30])[CH:20](SC4C=CC=CC=4)[CH2:19][C:18](=[O:28])[O:17]3)[C:12]2=[O:45])=[O:9])[CH:6]=[CH:5][CH:4]=[CH:3][CH:2]=1.ClC1C=CC=C(C(OO)=O)C=1>ClCCl>[C:1]1([CH2:7][C:8]([NH:10][C@H:11]2[CH2:15][O:14][N:13]([C:16]3([C:29]([O:31][CH:32]([C:39]4[CH:40]=[CH:41][CH:42]=[CH:43][CH:44]=4)[C:33]4[CH:34]=[CH:35][CH:36]=[CH:37][CH:38]=4)=[O:30])[CH:20]=[CH:19][C:18](=[O:28])[O:17]3)[C:12]2=[O:45])=[O:9])[CH:6]=[CH:5][CH:4]=[CH:3][CH:2]=1. Procedure: In 3 ml of dichloromethane was dissolved 60 mg of the Compound (50) obtained in Example 50. To the solution was added 20 mg of 3-chloroperbenzoic acid. The mixture was stirred at room temperature for 30 minutes. The reaction solution was washed with an aqueous solution of sodium hydrogen carbonate and water, successively, followed by drying (Na2SO4). The solvent was then evaporated off, and the residue was dissolved in 1 ml of toluene. The solution was heated at 80° C. for 30 minutes, then the s... Starting materials: CCOC(=O)c1cnc2c(F)cc(SCc3ccccc3)cc2c1O, CO, NCc1ccc(Cl)cc1, ClC(Cl)Cl. Yields the product O=C(NCc1ccc(Cl)cc1)c1cnc2c(F)cc(SCc3ccccc3)cc2c1O. As a reaction SMILES: [CH2:1]([c:2]1[cH:3][cH:4][cH:5][cH:6][cH:7]1)[S:8][c:9]1[cH:10][c:11]2[c:12]([OH:25])[c:13]([C:20]([O:22][CH2:21][CH3:23])=[O:24])[cH:14][n:15][c:16]2[c:17]([F:19])[cH:18]1.[CH3:39][OH:40].[Cl:26][c:27]1[cH:28][cH:29][c:30]([CH2:31][NH2:32])[cH:33][cH:34]1.[Cl:35][CH:36]([Cl:37])[Cl:38]>>[CH2:1]([c:2]1[cH:3][cH:4][cH:5][cH:6][cH:7]1)[S:8][c:9]1[cH:10][c:11]2[c:12]([OH:25])[c:13]([C:20](=[O:22])[NH:32][CH2:31][c:30]3[cH:29][cH:28][c:27]([Cl:26])[cH:34][cH:33]3)[cH:14][n:15][c:16]2[c:17]([F:19])[cH:18]1. Reactants: CCOCCn1c(N2CCCN(CCC3(c4ccccc4)CCN(C(=O)c4cc(O)ccc4OC)C3)CC2)nc2ccccc21, C, CCN(C(C)C)C(C)C, ClCCl, O=S(=O)(Cl)Cl. Yields the product CCOCCn1c(N2CCCN(CCC3(c4ccccc4)CCN(C(=O)c4cc(OS(C)(=O)=O)ccc4OC)C3)CC2)nc2ccccc21. RXN SMILES: [CH2:1]([CH3:2])[O:3][CH2:4][CH2:5][n:6]1[c:7]([N:15]2[CH2:16][CH2:17][N:18]([CH2:22][CH2:23][C:24]3([c:40]4[cH:41][cH:42][cH:43][cH:44][cH:45]4)[CH2:25][N:26]([C:29](=[O:30])[c:31]4[c:32]([O:38][CH3:39])[cH:33][cH:34][c:35]([OH:37])[cH:36]4)[CH2:27][CH2:28]3)[CH2:19][CH2:20][CH2:21]2)[n:8][c:9]2[c:10]1[cH:11][cH:12][cH:13][cH:14]2.[CH4:60].[CH:46]([N:47]([CH:48]([CH3:49])[CH3:50])[CH2:51][CH3:52])([CH3:53])[CH3:54].[Cl:61][CH2:62][Cl:63].[S:55](=[O:56])(=[O:57])([Cl:58])[Cl:59]>>[CH2:1]([CH3:2])[O:3][CH2:4][CH2:5][n:6]1[c:7]([N:15]2[CH2:16][CH2:17][N:18]([CH2:22][CH2:23][C:24]3([c:40]4[cH:41][cH:42][cH:43][cH:44][cH:45]4)[CH2:25][N:26]([C:29](=[O:30])[c:31]4[c:32]([O:38][CH3:39])[cH:33][cH:34][c:35]([O:37][S:55](=[O:56])(=[O:57])[CH3:60])[cH:36]4)[CH2:27][CH2:28]3)[CH2:19][CH2:20][CH2:21]2)[n:8][c:9]2[c:10]1[cH:11][cH:12][cH:13][cH:14]2. RXN SMILES: [CH2:14]([CH2:15][CH:16]([CH3:17])[CH2:18][CH2:19][CH:20]=[C:21]([CH3:22])[CH3:23])[Br:24].[CH3:26][S:27]([CH3:28])=[O:29].[OH2:25].[nH:1]1[c:2](=[O:3])[n:4]([CH3:5])[c:6]2[n:7][cH:8][n:9]([CH3:10])[c:11]2[c:12]1=[O:13]>>[n:1]1([CH2:14][CH2:15][CH:16]([CH3:17])[CH2:18][CH2:19][CH:20]=[C:21]([CH3:22])[CH3:23])[c:2](=[O:3])[n:4]([CH3:5])[c:6]2[n:7][cH:8][n:9]([CH3:10])[c:11]2[c:12]1=[O:13]. The product is CC(C)=CCCC(C)CCn1c(=O)c2c(ncn2C)n(C)c1=O. The reactants are CC(C)=CCCC(C)CCBr, CS(C)=O, O, Cn1cnc2c1c(=O)[nH]c(=O)n2C. Starting materials: Cl.C(C)(=O)OCC (Hydrochloric acid ethyl acetate), ClC1=CC=CC2=C1N(C(=N2)CCCCCCCCCCCCCCCCC)CCCN(C)C (3-(7-chloro-2-heptadecyl-1H-benzimidazol-1-yl)-N,N-dimethyl-1-propanamine). Run in C(C)(=O)OCC (ethyl acetate). Run at time 10 minute. The product is Cl.ClC1=CC=CC2=C1N(C(=N2)CCCCCCCCCCCCCCCCC)CCCN(C)C (3-(7-Chloro-2-heptadecyl-1H-benzimidazol-1-yl)-N,N-dimethyl-1-propanamine monohydrochloride). The yield is 145.3%. As a reaction SMILES: Cl.C(OCC)(=O)C.[Cl:8][C:9]1[C:14]2[N:15]([CH2:35][CH2:36][CH2:37][N:38]([CH3:40])[CH3:39])[C:16]([CH2:18][CH2:19][CH2:20][CH2:21][CH2:22][CH2:23][CH2:24][CH2:25][CH2:26][CH2:27][CH2:28][CH2:29][CH2:30][CH2:31][CH2:32][CH2:33][CH3:34])=[N:17][C:13]=2[CH:12]=[CH:11][CH:10]=1>C(OCC)(=O)C>[ClH:8].[Cl:8][C:9]1[C:14]2[N:15]([CH2:35][CH2:36][CH2:37][N:38]([CH3:40])[CH3:39])[C:16]([CH2:18][CH2:19][CH2:20][CH2:21][CH2:22][CH2:23][CH2:24][CH2:25][CH2:26][CH2:27][CH2:28][CH2:29][CH2:30][CH2:31][CH2:32][CH2:33][CH3:34])=[N:17][C:13]=2[CH:12]=[CH:11][CH:10]=1 |f:0.1,4.5|. Reported procedure: 4N Hydrochloric acid/ethyl acetate solution (0.19 ml) was added to a solution containing 3-(7-chloro-2-heptadecyl-1H-benzimidazol-1-yl)-N,N-dimethyl-1-propanamine (0.363 g) in ethyl acetate (3 ml). After being stirred for 10 minutes at room temperature, the reaction mixture was concentrated. The residue was recrystallized with a mixed solution of ethanol-ethyl acetate, thereby yielding the entitled compound (0.284 g) as white solid. The reactants are C(C)(C)(C)NS(=O)(=O)C1=C(C=CC=C1)C1=CC(=C(C=C1)CN1C(N(N=C1CC)C1=C(C=CC(=C1)[N+](=O)[O-])C(F)(F)F)=O)F (4-[[2'-(N-t -butylsulfamoyl)-3-fluorobiphenyl-4-yl]methyl]-2,4-dihydro-5-ethyl-2-[5-nitro-2-(trifluoromethyl)phenyl]-3H-1,2,4-triazol-3-one), CCO (EtOH), [H][H] (hydrogen). Reaction SMILES: [C:1]([NH:5][S:6]([C:9]1[CH:14]=[CH:13][CH:12]=[CH:11][C:10]=1[C:15]1[CH:20]=[CH:19][C:18]([CH2:21][N:22]2[C:26]([CH2:27][CH3:28])=[N:25][N:24]([C:29]3[CH:34]=[C:33]([N+:35]([O-])=O)[CH:32]=[CH:31][C:30]=3[C:38]([F:41])([F:40])[F:39])[C:23]2=[O:42])=[C:17]([F:43])[CH:16]=1)(=[O:8])=[O:7])([CH3:4])([CH3:3])[CH3:2].CCO.[H][H]>O=[Pt]=O.CCOC(C)=O>[NH2:35][C:33]1[CH:32]=[CH:31][C:30]([C:38]([F:39])([F:41])[F:40])=[C:29]([N:24]2[C:23](=[O:42])[N:22]([CH2:21][C:18]3[CH:19]=[CH:20][C:15]([C:10]4[CH:11]=[CH:12][CH:13]=[CH:14][C:9]=4[S:6](=[O:7])(=[O:8])[NH:5][C:1]([CH3:4])([CH3:2])[CH3:3])=[CH:16][C:17]=3[F:43])[C:26]([CH2:27][CH3:28])=[N:25]2)[CH:34]=1. Reagents/catalysts: O=[Pt]=O (PtO2). Procedure: A mixture of 388 mg (0.625 mmol) of 4-[[2'-(N-t -butylsulfamoyl)-3-fluorobiphenyl-4-yl]methyl]-2,4-dihydro-5-ethyl-2-[5-nitro-2-(trifluoromethyl)phenyl]-3H-1,2,4-triazol-3-one (from Step A), 6 mL of EtOH, 8 mL of EtOAc, and 30 mg of 5% PtO2 was shaken with hydrogen for 3.5 hours on a Parr hydrogenation apparatus. Removal of the catalyst followed by evaporation of volatiles gave 383 mg (quantitative) of a cream-colored solid [top >105° C. (gradual)] of sufficient purity to be used in the next ste... Solvent: CCOC(=O)C (EtOAc). Product: NC=1C=CC(=C(C1)N1N=C(N(C1=O)CC1=C(C=C(C=C1)C1=C(C=CC=C1)S(NC(C)(C)C)(=O)=O)F)CC)C(F)(F)F (2-[5-Amino-2-(trifluoromethyl)phenyl]-4-[[2'-(N-t -butylsulfamoyl)-3-fluorobiphenyl-4-yl]methyl]-2,4-dihydro-5-ethyl-3H-1,2,4-triazol-3-one). Procedure: To a solution of ((1R*,2S*)-2-{3-benzyloxy-4-[1,1,4-trioxo-5-(2-trimethylsilanylethyl)-1,2,5-thiadiazolidin-2-yl]-benzyl}-cyclohexyl)-carbamic acid tert-butyl ester (Example 66, step C) (450 mg, 0.714 mmol) in methylene chloride (5 mL) is added TFA (5 mL) and the solution is stirred at RT for 15 min. The solvent is removed under reduced pressure to give the title compound which is used directly in the next step. Starting materials: C(C)(C)(C)OC(N[C@H]1[C@@H](CCCC1)CC1=CC(=C(C=C1)N1S(N(C(C1)=O)CC[Si](C)(C)C)(=O)=O)OCC1=CC=CC=C1)=O (((1R*,2S*)-2-{3-Benzyloxy-4-[1,1,4-trioxo-5-(2-trimethylsilanylethyl)-1,2,5-thiadiazolidin-2-yl]-benzyl}-cyclohexyl)-carbamic Acid Tert-butyl Ester), C(=O)(C(F)(F)F)O (TFA). As a reaction SMILES: C(OC(=O)[NH:7][C@@H:8]1[CH2:13][CH2:12][CH2:11][CH2:10][C@H:9]1[CH2:14][C:15]1[CH:20]=[CH:19][C:18]([N:21]2[CH2:25][C:24](=[O:26])[N:23]([CH2:27][CH2:28][Si:29]([CH3:32])([CH3:31])[CH3:30])[S:22]2(=[O:34])=[O:33])=[C:17]([O:35][CH2:36][C:37]2[CH:42]=[CH:41][CH:40]=[CH:39][CH:38]=2)[CH:16]=1)(C)(C)C.C(O)(C(F)(F)F)=O>C(Cl)Cl>[NH2:7][C@@H:8]1[CH2:13][CH2:12][CH2:11][CH2:10][C@H:9]1[CH2:14][C:15]1[CH:20]=[CH:19][C:18]([N:21]2[S:22](=[O:34])(=[O:33])[N:23]([CH2:27][CH2:28][Si:29]([CH3:31])([CH3:32])[CH3:30])[C:24](=[O:26])[CH2:25]2)=[C:17]([O:35][CH2:36][C:37]2[CH:38]=[CH:39][CH:40]=[CH:41][CH:42]=2)[CH:16]=1. Run at time 15 minute. The solvent is C(Cl)Cl (methylene chloride). Yields the product N[C@H]1[C@@H](CCCC1)CC1=CC(=C(C=C1)N1CC(N(S1(=O)=O)CC[Si](C)(C)C)=O)OCC1=CC=CC=C1 (5-[4-((1S*,2R*)-2-Aminocyclohexylmethyl)-2-benzyloxy-phenyl]-1,1-dioxo-2-(2-trimethylsilanylethyl)-1,2,5-thiadiazolidin-3-one). Reaction SMILES: [Na].[C:2]([O:10][CH2:11][CH3:12])(=[O:9])[CH2:3][C:4]([O:6][CH2:7][CH3:8])=[O:5].[C:13]([O:17][C:18]([NH:20][CH2:21][CH2:22][CH2:23][CH2:24]Cl)=[O:19])([CH3:16])([CH3:15])[CH3:14].CCOC(C)=O.O>C(O)C>[CH2:11]([O:10][C:2](=[O:9])[CH:3]([N:20]([CH2:21][CH2:22][CH2:23][CH3:24])[C:18]([O:17][C:13]([CH3:14])([CH3:15])[CH3:16])=[O:19])[C:4]([O:6][CH2:7][CH3:8])=[O:5])[CH3:12] |f:3.4,^1:0|. Run at temperature 60 celsius, time 6 hour. The product is C(C)OC(C(C(=O)OCC)N(C(=O)OC(C)(C)C)CCCC)=O (2-(N-tert-butoxycarbonyl-4-butylamino)malonic acid diethyl ester). Run in C(C)O (ethyl alcohol). Starting materials: CCOC(=O)C.O (AcOEt water), [Na] (sodium), C(C)(C)(C)OC(=O)NCCCCCl (N-tert-butoxycarbonyl-4-chloro-butylamine), C(CC(=O)OCC)(=O)OCC (diethyl malonate). Procedure details: Metallic sodium (0.28 g, 0.012 mol) is dissolved in absolute ethyl alcohol (EtOH) (9 ml) under nitrogen atmosphere. The mixture is heated to 60° C. and diethyl malonate (3.8 g, 0.024 mol) is then dripped therein. N-tert-butoxycarbonyl-4-chloro-butylamine (2.5 g, 0.012 mol) is then gradually added, at room temperature, to the resulting solution. The reaction mixture is stirred at room temperature for 2 hours and at the reflux temperature for 6 hours, and then poured into a mixture AcOEt/water (10... Reactants: OC[C@H]1OC(C=C1)=O ((25)-2-(hydroxymethyl)-2H-furan-5-one), OC[C@H]1OC(C=C1)=O ((25)-2-(hydroxymethyl)-2H-furan-5-one), N1C=NC=C1 (imidazole), C(C)(C)(C)[Si](C1=CC=CC=C1)(C1=CC=CC=C1)Cl (tert-butyl(chloro)diphenylsilane). The solvent is C(Cl)Cl (DCM). Conditions: time 2 hour. The product is [Si](C1=CC=CC=C1)(C1=CC=CC=C1)(C(C)(C)C)OC[C@H]1OC(C=C1)=O ((25)-2-[[tert-butyl(diphenyl)silyl]oxymethyl]-2H-furan-5-one). Yield: 81.6%. Reaction SMILES: [OH:1][CH2:2][C@@H:3]1[CH:7]=[CH:6][C:5](=[O:8])[O:4]1.N1C=CN=C1.[C:14]([Si:18](Cl)([C:25]1[CH:30]=[CH:29][CH:28]=[CH:27][CH:26]=1)[C:19]1[CH:24]=[CH:23][CH:22]=[CH:21][CH:20]=1)([CH3:17])([CH3:16])[CH3:15]>C(Cl)Cl>[Si:18]([O:1][CH2:2][C@@H:3]1[CH:7]=[CH:6][C:5](=[O:8])[O:4]1)([C:14]([CH3:17])([CH3:16])[CH3:15])([C:25]1[CH:26]=[CH:27][CH:28]=[CH:29][CH:30]=1)[C:19]1[CH:24]=[CH:23][CH:22]=[CH:21][CH:20]=1. Procedure: To a solution of 2.25 g of (25)-2-(hydroxymethyl)-2H-furan-5-one (compound 40b, 2.11 g, 16.0 mmol) and imidazole (1.63 g, 24.0 mmol) in DCM was added tert-butyl(chloro)diphenylsilane (5.2 mL, 20.0 mmol) dropwise. The resulting mixture was stirred at room temperature for 2 hours. The resulting mixture was washed with brine. The aqueous layer was extracted with DCM. The organic layers were combined, washed with 1N hydrochloric acid, dried over Na2SO4 and concentrated in vacuo. The residue was puri... Reactants: C(C1=CC=CC=C1)OC(=O)N1C=C(C2=C3C(=CC=C12)C(C(=C(O3)C(C)C)C3=CC=C(C=C3)Cl)=O)C (3-(4-chlorophenyl)-2-isopropyl-9-methyl-4-oxo-4H-pyrano[2,3-e]indole-7-carboxylic acid benzyl ester). Reagents/catalysts: [Pd] (Pd on activated carbon). Solvent: O1CCCC1 (tetrahydrofuran), C(C)O (ethanol), Cl (HCl). Conditions: time 3.5 hour. The product is ClC1=CC=C(C=C1)C=1C(C=2C(=C3C(=CNC3=CC2)C)OC1C(C)C)=O (3-(4-Chlorophenyl)-2-isopropyl-9-methyl-7H-pyrano[2,3-e]indol-4-one). RXN SMILES: C(OC([N:11]1[C:19]2[C:14](=[C:15]3[O:23][C:22]([CH:24]([CH3:26])[CH3:25])=[C:21]([C:27]4[CH:32]=[CH:31][C:30]([Cl:33])=[CH:29][CH:28]=4)[C:20](=[O:34])[C:16]3=[CH:17][CH:18]=2)[C:13]([CH3:35])=[CH:12]1)=O)C1C=CC=CC=1>O1CCCC1.C(O)C.Cl.[Pd]>[Cl:33][C:30]1[CH:29]=[CH:28][C:27]([C:21]2[C:20](=[O:34])[C:16]3[C:15]([O:23][C:22]=2[CH:24]([CH3:25])[CH3:26])=[C:14]2[C:19](=[CH:18][CH:17]=3)[NH:11][CH:12]=[C:13]2[CH3:35])=[CH:32][CH:31]=1. Procedure: A stirred suspension of 3-(4-chlorophenyl)-2-isopropyl-9-methyl-4-oxo-4H-pyrano[2,3-e]indole-7-carboxylic acid benzyl ester and its positional isomer (0.063 g, 0.13 mmol) and 20% Pd on activated carbon (0.013 g) in tetrahydrofuran (1.5 ml), ethanol (1.5 ml) and 5M HCl solution (0.75 ml) is stirred under a hydrogen atmosphere for 3.5 h at room temperature. The catalyst is removed by filtration through Celite filter aid, and the pad of Celite is washed with ethyl acetate and methylene chloride. Th...